This data is from the Open Reaction Database (ORD), a public repository of structured organic reaction records. The task is: describe an organic reaction: reactants, conditions, products, and yield The reactants are OCC1=CN=C(S1)N (5-(hydroxymethyl)-thiazol-2-ylamine), CC(C)(C)[Si](C)(C)Cl (TBDMSCl), N1C=NC=C1 (imidazole). The solvent is CN(C)C=O (DMF), CCOCC (ether), O (water). Yields the product [Si](C)(C)(C(C)(C)C)OCC1=CN=C(S1)N (5-(tert-butyl-dimethylsilyloxymethyl)-thiazol-2-ylamine). Yield: 44.4%. As a reaction SMILES: [OH:1][CH2:2][C:3]1[S:7][C:6]([NH2:8])=[N:5][CH:4]=1.[CH3:9][C:10]([Si:13](Cl)([CH3:15])[CH3:14])([CH3:12])[CH3:11].N1C=CN=C1>CN(C=O)C.CCOCC.O>[Si:13]([O:1][CH2:2][C:3]1[S:7][C:6]([NH2:8])=[N:5][CH:4]=1)([C:10]([CH3:12])([CH3:11])[CH3:9])([CH3:15])[CH3:14]. Procedure details: A solution of 5-(hydroxymethyl)-thiazol-2-ylamine (0.787 g, 6.05 mmol), TBDMSCl (1.003 g, 6.65 mmol) and imidazole (0.49 g, 7.26 mmol) in DMF (15 mL) is stirred at room temperature for 24 h. The reaction mixture is diluted with ether and water. The organic layer is washed with water (3×). The aqueous washings are backwashed with ether (2×). The organic layers are combined, dried over MgSO4 and condensed. The crude material is purified using a plug of silica and eluting with 1:1 petrol:ethyl acet... Starting materials: CC(C)(C)OC(=O)NC(Cc1ccc(F)cc1)C(=O)O, CC(C)(C)O, CN(C)c1ccncc1, C(=NC1CCCCC1)=NC1CCCCC1, ClCCl. As a reaction SMILES: [C:1](=[O:2])([O:3][C:4]([CH3:5])([CH3:6])[CH3:7])[NH:8][CH:9]([CH2:10][c:11]1[cH:12][cH:13][c:14]([F:17])[cH:15][cH:16]1)[C:18](=[O:19])[OH:20].[CH3:21][C:22]([CH3:23])([CH3:24])[OH:25].[CH3:41][N:42]([c:43]1[cH:44][cH:45][n:46][cH:47][cH:48]1)[CH3:49].[CH:26]1([N:27]=[C:28]=[N:29][CH:30]2[CH2:31][CH2:32][CH2:33][CH2:34][CH2:35]2)[CH2:36][CH2:37][CH2:38][CH2:39][CH2:40]1.[Cl:50][CH2:51][Cl:52]>>[C:1](=[O:2])([O:3][C:4]([CH3:5])([CH3:6])[CH3:7])[NH:8][CH:9]([CH2:10][c:11]1[cH:12][cH:13][c:14]([F:17])[cH:15][cH:16]1)[C:18]([O:19][C:22]([CH3:21])([CH3:23])[CH3:24])=[O:20]. Product: CC(C)(C)OC(=O)NC(Cc1ccc(F)cc1)C(=O)OC(C)(C)C. Reactants: CC(C(C)=O)=O (2,3-butanedione), P(OC)(OC)OC (trimethyl phosphite). Reaction conditions: time 8 hour. Yields the product COP1(OC(=C(O1)C)C)(OC)OC (2,2,2-trimethoxy-4,5-dimethyl-1,3,2-dioxaphosphole). The yield is 83.0%. As a reaction SMILES: [CH3:1][C:2](=[O:6])[C:3](=[O:5])[CH3:4].[P:7]([O:12][CH3:13])([O:10][CH3:11])[O:8][CH3:9]>>[CH3:9][O:8][P:7]1([O:12][CH3:13])([O:10][CH3:11])[O:6][C:2]([CH3:1])=[C:3]([CH3:4])[O:5]1. Reported procedure: In a dried flask, 2,3-butanedione (17.20 g, 0.20 mol) was added very slowly at 0-5° C. to trimethyl phosphite (27.28 g, 0.22 mol). The reaction mixture was stirred at room temperature overnight and then distilled (40-47° C./0.1 Torr) using a Vigreux-column. Pure 2,2,2-tri(methoxy)-4,5-dimethyl-1,3,2-dioxaphosphole (35.04 g) was recovered (yield: 83%). The reactants are [OH-].[K+] (potassium hydroxide), CS(=O)(=O)NC=1C=C2C=CNC2=CC1 (5-methanesulfonylamino-1H-indole), CN1CCC(CC1)=O (1-methyl-4-piperidone). The solvent is CO (methanol). The product is CS(=O)(=O)NC=1C=C2C(=CNC2=CC1)C=1CCN(CC1)C (5-methanesulfonylamino-3-(1-methyl-1,2,3,6-tetrahydropyridin-4-yl)-1H-indole). Yield: 89.4%. As a reaction SMILES: [OH-].[K+].[CH3:3][S:4]([NH:7][C:8]1[CH:9]=[C:10]2[C:14](=[CH:15][CH:16]=1)[NH:13][CH:12]=[CH:11]2)(=[O:6])=[O:5].[CH3:17][N:18]1[CH2:23][CH2:22][C:21](=O)[CH2:20][CH2:19]1>CO>[CH3:3][S:4]([NH:7][C:8]1[CH:9]=[C:10]2[C:14](=[CH:15][CH:16]=1)[NH:13][CH:12]=[C:11]2[C:21]1[CH2:22][CH2:23][N:18]([CH3:17])[CH2:19][CH:20]=1)(=[O:5])=[O:6] |f:0.1|. Procedure details: To a solution of 1.2 gm (21.4 mMol) potassium hydroxide in 12 mL methanol was added 1.0 gm (4.76 mMol) 5-methanesulfonylamino-1H-indole followed by 0.76 mL (6.2 mMol) 1-methyl-4-piperidone. The homogeneous solution was heated to reflux for 18 hours under nitrogen. The reaction mixture was then cooled and concentrated under reduced pressure. The residue was dissolved in water and the pH of the solution adjusted from 14 to 8-9 by the addition of acid. The precipitate that formed was filtered, wash... Starting materials: CCOCC, CC(C)(C)OC(=O)N1CCC(c2nc(C(=O)OC3CCCCC3)cs2)CC1, Cl, C1COCCO1. Yields the product O=C(OC1CCCCC1)c1csc(C2CC[NH2+]CC2)n1, [Cl-]. Reaction SMILES: [CH3:29][CH2:30][O:31][CH2:32][CH3:33].[CH:2]1([O:8][C:9](=[O:10])[c:11]2[n:12][c:13]([CH:16]3[CH2:17][CH2:18][N:19]([C:22]([O:23][C:24]([CH3:25])([CH3:26])[CH3:27])=[O:28])[CH2:20][CH2:21]3)[s:14][cH:15]2)[CH2:3][CH2:4][CH2:5][CH2:6][CH2:7]1.[ClH:1].[O:34]1[CH2:35][CH2:36][O:37][CH2:38][CH2:39]1>>[CH:2]1([O:8][C:9](=[O:10])[c:11]2[n:12][c:13]([CH:16]3[CH2:17][CH2:18][NH2+:19][CH2:20][CH2:21]3)[s:14][cH:15]2)[CH2:3][CH2:4][CH2:5][CH2:6][CH2:7]1.[Cl-:1].